Dataset: the Open Reaction Database (ORD), a public repository of structured organic reaction records. Task: describe an organic reaction: reactants, conditions, products, and yield Starting materials: N1CC(CCC1)CN1CCC2=C(CC1=O)C=C1C(=C2)OCO1 (3-[(piperidin-3-yl)-methyl]-7,8-methylenedioxy-1,3,4,5-tetrahydro-2H-3-benzazepin-2-one), CC=1C=C(OCCCCl)C=CC1 (3-(3-methylphenoxy)-propylchloride). The product is Cl.CC=1C=C(OCCCN2CC(CCC2)CN2CCC3=C(CC2=O)C=C2C(=C3)OCO2)C=CC1 (3-[(N-(3-(3-Methyl-phenoxy)-propyl)-piperidin-3-yl)-methyl]-7,8-methylendioxy-1,3,4, 5-tetrahydro-2H-3-benzazepin-2-one-hydrochloride). As a reaction SMILES: [NH:1]1[CH2:6][CH2:5][CH2:4][CH:3]([CH2:7][N:8]2[C:14](=[O:15])[CH2:13][C:12]3[CH:16]=[C:17]4[O:22][CH2:21][O:20][C:18]4=[CH:19][C:11]=3[CH2:10][CH2:9]2)[CH2:2]1.[CH3:23][C:24]1[CH:25]=[C:26]([CH:32]=[CH:33][CH:34]=1)[O:27][CH2:28][CH2:29][CH2:30][Cl:31]>>[ClH:31].[CH3:23][C:24]1[CH:25]=[C:26]([CH:32]=[CH:33][CH:34]=1)[O:27][CH2:28][CH2:29][CH2:30][N:1]1[CH2:6][CH2:5][CH2:4][CH:3]([CH2:7][N:8]2[C:14](=[O:15])[CH2:13][C:12]3[CH:16]=[C:17]4[O:22][CH2:21][O:20][C:18]4=[CH:19][C:11]=3[CH2:10][CH2:9]2)[CH2:2]1 |f:2.3|. Procedure: Prepared from 3-[(piperidin-3-yl)-methyl]-7,8-methylenedioxy-1,3,4,5-tetrahydro-2H-3-benzazepin-2-one and 3-(3-methylphenoxy)-propylchloride analogously to Example 1. The reactants are Cc1csc2c1CN(C(=O)OC(C)(C)C)CC2, CO, ClC(Cl)Cl, Cl, Cl. Yields the product Cc1csc2c1CNCC2. RXN SMILES: [C:1]([O:2][C:3](=[O:4])[N:8]1[CH2:9][c:10]2[c:11]([s:14][cH:15][c:16]2[CH3:17])[CH2:12][CH2:13]1)([CH3:5])([CH3:6])[CH3:7].[CH3:18][OH:19].[CH:22]([Cl:23])([Cl:24])[Cl:25].[ClH:20].[ClH:21]>>[NH:8]1[CH2:9][c:10]2[c:11]([s:14][cH:15][c:16]2[CH3:17])[CH2:12][CH2:13]1. The reactants are ice water, Cl (HCl), FC(C1=CC=C(C=C1)C1=NSC2=C1C=CC(=C2)OS(=O)(=O)C(F)(F)F)(F)F (Trifluoro-methanesulfonic acid 3-(4-trifluoromethyl-phenyl)-benzo[d]isothiazol-6-yl ester), N1CCCCC1 (piperidine), C(CCC#C)O (4-pentyn-1-ol). The reagents and catalysts are [Cu]I (CuI). Yields the product FC(C1=CC=C(C=C1)C1=NSC2=C1C=CC(=C2)C#CCCCO)(F)F (5-[3-(4-Trifluoromethyl-phenyl)-benzo[d]isothiazol-6-yl]-pent-4-yn-1-ol). The yield is 96.8%. Reaction SMILES: [F:1][C:2]([F:27])([F:26])[C:3]1[CH:8]=[CH:7][C:6]([C:9]2[C:13]3[CH:14]=[CH:15][C:16](OS(C(F)(F)F)(=O)=O)=[CH:17][C:12]=3[S:11][N:10]=2)=[CH:5][CH:4]=1.N1CCCCC1.[CH2:34]([OH:39])[CH2:35][CH2:36][C:37]#[CH:38].Cl>[Cu]I>[F:27][C:2]([F:1])([F:26])[C:3]1[CH:8]=[CH:7][C:6]([C:9]2[C:13]3[CH:14]=[CH:15][C:16]([C:38]#[C:37][CH2:36][CH2:35][CH2:34][OH:39])=[CH:17][C:12]=3[S:11][N:10]=2)=[CH:5][CH:4]=1. Procedure details: To 3.3 g (7.72 mmol) Trifluoro-methanesulfonic acid 3-(4-trifluoromethyl-phenyl)-benzo[d]isothiazol-6-yl ester in 20 ml piperidine 447.0 mg (3.9 mmol) tetrakis(triphenylphosphine)palladium and 73.6 mg (3.9 mmol) CuI were added. At 80° C. 1.43 ml (15.45 mmol) 4-pentyn-1-ol were added slowly, and the solution was stirred for an additional hour. The cooled solution was added to ice water, acidified with 2M HCl and extracted with ether. The combined organic phases were washed with water and dried ov... The reactants are O=C1c2cc(Br)ccc2CC12CCC(F)(F)CC2, C1CCOC1, CC(C)(C)S(N)=O, CCOC(C)=O, CCCCCCC, CC[O-], CC[O-], CC[O-], CC[O-], [Na+], O=C([O-])O, [Ti+4]. The product is CC(C)(C)S(=O)N=C1c2cc(Br)ccc2CC12CCC(F)(F)CC2. RXN SMILES: [Br:1][c:2]1[cH:3][cH:4][c:5]2[c:16]([cH:17]1)[C:15](=[O:18])[C:7]1([CH2:6]2)[CH2:8][CH2:9][C:10]([F:13])([F:14])[CH2:11][CH2:12]1.[CH2:37]1[O:38][CH2:39][CH2:40][CH2:41]1.[CH3:19][C:20]([CH3:21])([CH3:22])[S:23](=[O:24])[NH2:25].[CH3:26][CH2:27][O:28][C:29]([CH3:30])=[O:31].[CH3:42][CH2:43][CH2:44][CH2:45][CH2:46][CH2:47][CH3:48].[CH3:49][CH2:50][O-:51].[CH3:53][CH2:54][O-:55].[CH3:56][CH2:57][O-:58].[CH3:59][CH2:60][O-:61].[Na+:36].[O-:32][C:33]([OH:34])=[O:35].[Ti+4:52]>>[Br:1][c:2]1[cH:3][cH:4][c:5]2[c:16]([cH:17]1)[C:15](=[N:25][S:23]([C:20]([CH3:19])([CH3:21])[CH3:22])=[O:24])[C:7]1([CH2:6]2)[CH2:8][CH2:9][C:10]([F:13])([F:14])[CH2:11][CH2:12]1. Reaction SMILES: Cl[C:2]1[N:3]([C:13]2[CH:18]=[CH:17][CH:16]=[CH:15][CH:14]=2)[C:4]2[C:9]([C:10]=1[CH:11]=[O:12])=[CH:8][CH:7]=[CH:6][CH:5]=2.[N:19]1([CH:26]=[O:27])[CH2:25][CH2:24][CH2:23][NH:22][CH2:21][CH2:20]1>>[CH:26]([N:19]1[CH2:25][CH2:24][CH2:23][N:22]([C:2]2[N:3]([C:13]3[CH:18]=[CH:17][CH:16]=[CH:15][CH:14]=3)[C:4]3[C:9]([C:10]=2[CH:11]=[O:12])=[CH:8][CH:7]=[CH:6][CH:5]=3)[CH2:21][CH2:20]1)=[O:27]. The product is C(=O)N1CCN(CCC1)C=1N(C2=CC=CC=C2C1C=O)C1=CC=CC=C1 (2-(4-formyl-[1,4]diazepan-1-yl)-1-phenyl-1H-indole-3-carboxaldehyde). Yield: 97.0%. Reported procedure: 2-Chloro-1-phenyl-1H-indole-3-carboxaldehyde is reacted with [1,4]diazepane-1-carboxaldehyde as described in Example 1 to afford 2-(4-formyl-[1,4]diazepan-1-yl)-1-phenyl-1H-indole-3-carboxaldehyde (97% yield) as a yellow solid. LC/MS: MS 348 (M+H); RT 2.77 min; (CDCl3): 10.26 (1H, d), 8.22 (1H, d), 8.00 (0.5H, s), 7.86 (0.5H, s), 7.47-7.69(3H, m), 7.23-7.38 (3H, m), 7.17(1H, t), 6.97 (1H, d), 3.25-3.70 (8H, m), 1.50-1.73(2H, m). Starting materials: ClC=1N(C2=CC=CC=C2C1C=O)C1=CC=CC=C1 (2-Chloro-1-phenyl-1H-indole-3-carboxaldehyde), N1(CCNCCC1)C=O ([1,4]diazepane-1-carboxaldehyde). Reactants: C1CCCCC1, CS(C)=O, CCOC(C)=O, COc1cccc2[nH]nc(N)c12, N#Cc1cccc(CCl)c1, [K+], [OH-], O. Yields the product COc1cccc2c1c(N)nn2Cc1cccc(C#N)c1. As a reaction SMILES: [CH2:30]1[CH2:31][CH2:32][CH2:33][CH2:34][CH2:35]1.[CH3:26][S:27]([CH3:28])=[O:29].[CH3:36][CH2:37][O:38][C:39]([CH3:40])=[O:41].[CH3:3][O:4][c:5]1[c:6]2[c:7]([NH2:14])[n:8][nH:9][c:10]2[cH:11][cH:12][cH:13]1.[Cl:15][CH2:16][c:17]1[cH:18][c:19]([C:20]#[N:21])[cH:22][cH:23][cH:24]1.[K+:2].[OH-:1].[OH2:25]>>[CH3:3][O:4][c:5]1[c:6]2[c:7]([NH2:14])[n:8][n:9]([CH2:16][c:17]3[cH:18][c:19]([C:20]#[N:21])[cH:22][cH:23][cH:24]3)[c:10]2[cH:11][cH:12][cH:13]1.